Dataset: the Open Reaction Database (ORD), a public repository of structured organic reaction records. Task: describe an organic reaction: reactants, conditions, products, and yield Starting materials: C(C)(C)C1=C(C(=CC(=C1)C(C)C)C(C)C)S(=O)(=O)N=[N+]=[N-] (2,4,6-triisopropylbenzenesulfonyl azide), C[Si](C)(C)[N-][Si](C)(C)C.[Na+] (Sodium bistrimethylsilylamide), CC1=CC=C(C=C1)C(C(=O)OC)C1=CC=C(C=C1)C (methyl bis(4-methylphenyl)acetate), C(C)(=O)O (acetic acid). Solvent: O1CCCC1 (tetrahydrofuran), O1CCCC1 (tetrahydrofuran), C(C)OCC (diethyl ether). Run at temperature -78 celsius, time 2.5 hour. Yields the product CC1=CC=C(C=C1)C(C(=O)OC)(N=[N+]=[N-])C1=CC=C(C=C1)C (methyl bis(4-methylphenyl)azidoacetate). As a reaction SMILES: C[Si]([N-][Si](C)(C)C)(C)C.[Na+].[CH3:11][C:12]1[CH:17]=[CH:16][C:15]([CH:18]([C:23]2[CH:28]=[CH:27][C:26]([CH3:29])=[CH:25][CH:24]=2)[C:19]([O:21][CH3:22])=[O:20])=[CH:14][CH:13]=1.C(C1C=C(C(C)C)C=C(C(C)C)C=1S([N:48]=[N+:49]=[N-:50])(=O)=O)(C)C.C(O)(=O)C>O1CCCC1.C(OCC)C>[CH3:29][C:26]1[CH:25]=[CH:24][C:23]([C:18]([C:15]2[CH:14]=[CH:13][C:12]([CH3:11])=[CH:17][CH:16]=2)([N:48]=[N+:49]=[N-:50])[C:19]([O:21][CH3:22])=[O:20])=[CH:28][CH:27]=1 |f:0.1|. Reported procedure: Sodium bistrimethylsilylamide (1M solution in tetrahydrofuran, 9.82 ml) was added to a solution of methyl bis(4-methylphenyl)acetate (2.08 g, 8.18 mmol) dissolved in tetrahydrofuran(10 mL) and cooled to −78° C. under a nitrogen atmosphere. The reaction was stirred for 2.5 hours and then a solution of 2,4,6-triisopropylbenzenesulfonyl azide (2.78 g, 9 mmol) in tetrahydrofuran(6 mL) was added. This mixture was stirred for 45 minutes and then warmed to room temperature and stirred for an additional... Reactants: FC1=C(C=C(C=C1)NC(C1=NC=CC=C1F)=O)[C@@]12N=C(SC[C@@H]1CCO2)NC(OC(C)(C)C)=O (tert-butyl ((4aR,7aR)-7a-(2-fluoro-5-(3-fluoropicolinamido)phenyl)-4a,5,6,7a-tetrahydro-4H-furo[2,3-d][1,3]thiazin-2-yl)carbamate), C(=O)(C(F)(F)F)O (TFA). Run in C(Cl)Cl (DCM). Yields the product NC=1SC[C@H]2[C@@](N1)(OCC2)C=2C=C(C=CC2F)NC(C2=NC=CC=C2F)=O (N-(3-((4aR,7aR)-2-amino-4a,5,6,7a-tetrahydro-4H-furo[2,3-d][1,3]thiazin-7a-yl)-4-fluorophenyl)-3-fluoropicolinamide). The yield is 149.4%. As a reaction SMILES: [F:1][C:2]1[CH:7]=[CH:6][C:5]([NH:8][C:9](=[O:17])[C:10]2[C:15]([F:16])=[CH:14][CH:13]=[CH:12][N:11]=2)=[CH:4][C:3]=1[C@:18]12[O:26][CH2:25][CH2:24][C@H:23]1[CH2:22][S:21][C:20]([NH:27]C(=O)OC(C)(C)C)=[N:19]2.C(O)(C(F)(F)F)=O>C(Cl)Cl>[NH2:27][C:20]1[S:21][CH2:22][C@@H:23]2[CH2:24][CH2:25][O:26][C@:18]2([C:3]2[CH:4]=[C:5]([NH:8][C:9](=[O:17])[C:10]3[C:15]([F:16])=[CH:14][CH:13]=[CH:12][N:11]=3)[CH:6]=[CH:7][C:2]=2[F:1])[N:19]=1. Procedure: A solution of tert-butyl ((4aR,7aR)-7a-(2-fluoro-5-(3-fluoropicolinamido)phenyl)-4a,5,6,7a-tetrahydro-4H-furo[2,3-d][1,3]thiazin-2-yl)carbamate (6 mg, 0.012 mmol) and TFA (18.85 μL, 0.245 mmol) in DCM (122 μL) was stirred at rt for 3 h, and the solvents were removed to give N-(3-((4aR,7aR)-2-amino-4a,5,6,7a-tetrahydro-4H-furo[2,3-d][1,3]thiazin-7a-yl)-4-fluorophenyl)-3-fluoropicolinamide (7 mg) as its TFA salt as a colorless oil. 1H NMR (500 MHz, METHANOL-d4) δ 8.84-8.37 (br. s, 2H), 8.17 (dd, J... Yields the product CC(C)N1CC2(CC2)C(=O)N(C)c2cnc(Cl)nc21. Reactants: CI, CC(C)N1CC2(CC2)C(=O)Nc2cnc(Cl)nc21, ClCCl, [H-], [Na+]. Reaction SMILES: [CH3:19][I:20].[Cl:1][c:2]1[n:3][cH:4][c:5]2[c:13]([n:14]1)[N:12]([CH:15]([CH3:16])[CH3:17])[CH2:11][C:8]1([C:7](=[O:18])[NH:6]2)[CH2:9][CH2:10]1.[Cl:23][CH2:24][Cl:25].[H-:21].[Na+:22]>>[Cl:1][c:2]1[n:3][cH:4][c:5]2[c:13]([n:14]1)[N:12]([CH:15]([CH3:16])[CH3:17])[CH2:11][C:8]1([C:7](=[O:18])[N:6]2[CH3:19])[CH2:9][CH2:10]1. The reactants are C(C)OC=1C=C(C=CC1)NC(=N)C1=CC=C(C=C1)C (N-(3-Ethoxyphenyl)-4-methylbenzenecarboxamidine), C([O-])(O)=O.[Na+] (sodium bicarbonate), BrCC(C(=O)OCC)=O (ethyl bromopyruvate). Run in O1CCOCC1 (1,4-dioxane). Yields the product C(C)OC=1C=C(C=CC1)N1C(=NC(=C1)C(=O)OCC)C1=CC=C(C=C1)C (Ethyl 1-(3-ethoxyphenyl)-2-(4-methylphenyl)-1H-imidazole-4-carboxylate). RXN SMILES: [CH2:1]([O:3][C:4]1[CH:5]=[C:6]([NH:10][C:11]([C:13]2[CH:18]=[CH:17][C:16]([CH3:19])=[CH:15][CH:14]=2)=[NH:12])[CH:7]=[CH:8][CH:9]=1)[CH3:2].C(=O)(O)[O-].[Na+].Br[CH2:26][C:27](=O)[C:28]([O:30][CH2:31][CH3:32])=[O:29]>O1CCOCC1>[CH2:1]([O:3][C:4]1[CH:5]=[C:6]([N:10]2[CH:26]=[C:27]([C:28]([O:30][CH2:31][CH3:32])=[O:29])[N:12]=[C:11]2[C:13]2[CH:14]=[CH:15][C:16]([CH3:19])=[CH:17][CH:18]=2)[CH:7]=[CH:8][CH:9]=1)[CH3:2] |f:1.2|. Procedure details: To a mixture of 1.1 g (4.0 mmol) of the compound from Step A and 0.80 g (9.5 mmol) of sodium bicarbonate in 10 mL of 1,4-dioxane was added 0.60 mL (4.8 mmol) of ethyl bromopyruvate. The reaction mixture was refluxed overnight. After cooling to room temperature, the solid was filtered off and the filtrate was concentrated in vacuo. Flash chromatography on a Biotage Horizon® system (silica gel, 5 to 40% ethyl acetate in hexanes gradient then 40% ethyl acetate in hexanes) gave the title compound as...